This data is from the Open Reaction Database (ORD), a public repository of structured organic reaction records. The task is: describe an organic reaction: reactants, conditions, products, and yield Reactants: CC(C)(C)OC(=O)N1CCC(Oc2ccc(Br)cc2)CC1, ClCCl, O=C(O)C(F)(F)F. Yields the product Brc1ccc(OC2CCNCC2)cc1. RXN SMILES: [Br:1][c:2]1[cH:3][cH:4][c:5]([O:8][CH:9]2[CH2:10][CH2:11][N:12]([C:15]([O:16][C:17]([CH3:18])([CH3:19])[CH3:20])=[O:21])[CH2:13][CH2:14]2)[cH:6][cH:7]1.[Cl:29][CH2:30][Cl:31].[OH:22][C:23]([C:24]([F:25])([F:26])[F:27])=[O:28]>>[Br:1][c:2]1[cH:3][cH:4][c:5]([O:8][CH:9]2[CH2:10][CH2:11][NH:12][CH2:13][CH2:14]2)[cH:6][cH:7]1. Reactants: C(C1=CC=CC=C1)OC1=C(OC2=C(N)C=C(C(=C2)N2C(N(C(=CC2=O)C(F)(F)F)C)=O)F)C=CC=C1 (2-(2-benzyloxyphenoxy)-5-fluoro-4-[3-methyl-2,6-dioxo-4-(trifluoromethyl)-1,2,3,6-tetrahydropyrimidin-1-yl]aniline), N(=O)OCCC(C)C (isoamyl nitrite), Cl (hydrochloric acid). Reaction conditions: time 1 hour. RXN SMILES: [CH2:1]([O:8][C:9]1[CH:36]=[CH:35][CH:34]=[CH:33][C:10]=1[O:11][C:12]1[CH:18]=[C:17]([N:19]2[C:24](=[O:25])[CH:23]=[C:22]([C:26]([F:29])([F:28])[F:27])[N:21]([CH3:30])[C:20]2=[O:31])[C:16]([F:32])=[CH:15][C:13]=1N)[C:2]1[CH:7]=[CH:6][CH:5]=[CH:4][CH:3]=1.N(OCCC(C)C)=O.[ClH:45]>[Cu](Cl)Cl.C(#N)C>[Cl:45][C:13]1[CH:15]=[C:16]([F:32])[C:17]([N:19]2[C:24](=[O:25])[CH:23]=[C:22]([C:26]([F:29])([F:28])[F:27])[N:21]([CH3:30])[C:20]2=[O:31])=[CH:18][C:12]=1[O:11][C:10]1[CH:33]=[CH:34][CH:35]=[CH:36][C:9]=1[O:8][CH2:1][C:2]1[CH:7]=[CH:6][CH:5]=[CH:4][CH:3]=1. The reagents and catalysts are [Cu](Cl)Cl (copper chloride), [Cu](Cl)Cl (copper chloride). Yields the product ClC1=C(OC2=C(OCC3=CC=CC=C3)C=CC=C2)C=C(C(=C1)F)N1C(N(C(=CC1=O)C(F)(F)F)C)=O (([2-{2-chloro-4-fluoro-5-[3-methyl-2,6-dioxo-4-(trifluoromethyl)-1,2,3,6-tetrahydropyrimidin-1-yl]phenoxy}phenoxy]methyl)benzene). Reported procedure: To a mixture of 6.46 g of 2-(2-benzyloxyphenoxy)-5-fluoro-4-[3-methyl-2,6-dioxo-4-(trifluoromethyl)-1,2,3,6-tetrahydropyrimidin-1-yl]aniline, 2.45 g of copper chloride (I), 5.04 g of copper chloride (II) and 90 ml of acetonitrile was added dropwise 4.46 g of isoamyl nitrite at room temperature, and the mixture was stirred for 1 hour. The reaction solution was poured into 2% hydrochloric acid and extracted with ethyl acetate. The organic layer was washed with saturated aqueous sodium chloride sol... The solvent is C(C)#N (acetonitrile). Starting materials: CCc1cc(C2OC(OC(C)=O)C(OC(C)=O)C2OC(C)=O)on1, CCc1cc(C2OC(OC(C)=O)C(OC(C)=O)C2OC(C)=O)on1, O=C(NCCN1CCCCC1)c1nc(NCC(c2ccccc2)c2ccccc2)c2nc[nH]c2n1. Yields the product CCc1cc(C2OC(n3cnc4c(NCC(c5ccccc5)c5ccccc5)nc(C(=O)NCCN5CCCCC5)nc43)C(OC(C)=O)C2OC(C)=O)on1. RXN SMILES: [C:36]([CH3:37])(=[O:38])[O:39][CH:40]1[CH:41]([c:53]2[cH:54][c:55]([CH2:58][CH3:59])[n:56][o:57]2)[O:42][CH:43]([O:49][C:50](=[O:51])[CH3:52])[CH:44]1[O:45][C:46]([CH3:47])=[O:48].[C:60]([O:61][CH:62]1[CH:63]([O:64][C:65](=[O:66])[CH3:67])[CH:68]([O:69][C:70](=[O:71])[CH3:72])[O:73][CH:74]1[c:75]1[o:76][n:77][c:78]([CH2:79][CH3:80])[cH:81]1)(=[O:82])[CH3:83].[c:1]1([CH:7]([CH2:8][NH:9][c:10]2[c:11]3[n:12][cH:13][nH:14][c:15]3[n:16][c:17]([C:19](=[O:20])[NH:21][CH2:22][CH2:23][N:24]3[CH2:25][CH2:26][CH2:27][CH2:28][CH2:29]3)[n:18]2)[c:30]2[cH:31][cH:32][cH:33][cH:34][cH:35]2)[cH:2][cH:3][cH:4][cH:5][cH:6]1>>[c:1]1([CH:7]([CH2:8][NH:9][c:10]2[c:11]3[n:12][cH:13][n:14]([CH:43]4[O:42][CH:41]([c:53]5[cH:54][c:55]([CH2:58][CH3:59])[n:56][o:57]5)[CH:40]([O:39][C:36]([CH3:37])=[O:38])[CH:44]4[O:45][C:46]([CH3:47])=[O:48])[c:15]3[n:16][c:17]([C:19](=[O:20])[NH:21][CH2:22][CH2:23][N:24]3[CH2:25][CH2:26][CH2:27][CH2:28][CH2:29]3)[n:18]2)[c:30]2[cH:31][cH:32][cH:33][cH:34][cH:35]2)[cH:2][cH:3][cH:4][cH:5][cH:6]1. The reactants are CC1=C(C=CC(=C1)C1=CC(=NN1C1=CC(=C(C=C1)S(=O)(=O)C)F)C(F)(F)F)O (2-methyl-4-[1-[3-fluoro-4-(methylsulfonyl)phenyl]-3-(trifluoromethyl)-1H-pyrazol-5-yl]phenol), S(=O)(=O)(Cl)Cl (sulfuryl chloride), O (water). Run in C(Cl)Cl (CH2Cl2). Run at time 30 minute. The product is ClC1=C(C(=CC(=C1)C1=CC(=NN1C1=CC(=C(C=C1)S(=O)(=O)C)F)C(F)(F)F)C)O (2-Chloro-6-methyl-4-[1-[3-fluoro-4-(methylsulfonyl)phenyl]-3-(trifluoromethyl)-1H-pyrazol-5-yl]phenol). Yield: 88.6%. As a reaction SMILES: [CH3:1][C:2]1[CH:7]=[C:6]([C:8]2[N:12]([C:13]3[CH:18]=[CH:17][C:16]([S:19]([CH3:22])(=[O:21])=[O:20])=[C:15]([F:23])[CH:14]=3)[N:11]=[C:10]([C:24]([F:27])([F:26])[F:25])[CH:9]=2)[CH:5]=[CH:4][C:3]=1[OH:28].S(Cl)([Cl:32])(=O)=O.O>C(Cl)Cl>[Cl:32][C:4]1[CH:5]=[C:6]([C:8]2[N:12]([C:13]3[CH:18]=[CH:17][C:16]([S:19]([CH3:22])(=[O:21])=[O:20])=[C:15]([F:23])[CH:14]=3)[N:11]=[C:10]([C:24]([F:25])([F:26])[F:27])[CH:9]=2)[CH:7]=[C:2]([CH3:1])[C:3]=1[OH:28]. Reported procedure: To a stirred solution of 2-methyl-4-[1-[3-fluoro-4-(methylsulfonyl)phenyl]-3-(trifluoromethyl)-1H-pyrazol-5-yl]phenol (0.332 g, 0.8 mmol) in CH2Cl2 (10 ml) was added sulfuryl chloride (0.113 g, 0.84 mmol) at room temperature, and the mixture was stirred for 30 minutes. The reaction mixture was poured into water, and the whole was extracted with CH2Cl2. The organic layer was washed with brine, dried over MgSO4, and concentrated in vacuo. The residue was recrystallized with CH2Cl2-hexane to give t... Starting materials: NC1=NC(=CC(=N1)N1C(COCC1)C(=O)N)Cl (4-(2-amino-6-chloro-4-pyrimidinyl)-3-morpholinecarboxamide), C(#N)C1=C(C=C(C=C1)B(O)O)F ((4-cyano-3-fluorophenyl)boronic acid). The reagents and catalysts are C=1C=CC(=CC1)[P](C=2C=CC=CC2)(C=3C=CC=CC3)[Pd]([P](C=4C=CC=CC4)(C=5C=CC=CC5)C=6C=CC=CC6)([P](C=7C=CC=CC7)(C=8C=CC=CC8)C=9C=CC=CC9)[P](C=1C=CC=CC1)(C=1C=CC=CC1)C=1C=CC=CC1 (Pd(PPh3)4). The solvent is O1CCOCC1 (1,4-dioxane), C(=O)(O)[O-].[Na+] (NaHCO3). Reaction conditions: temperature 95 celsius, time 18 hour. Yields the product NC1=NC(=CC(=N1)N1C(COCC1)C(=O)N)C1=CC(=C(C=C1)C#N)F (4-[2-Amino-6-(4-cyano-3-fluorophenyl)-4-pyrimidinyl]-3-morpholinecarboxamide). The yield is 69.6%. Reaction SMILES: [NH2:1][C:2]1[N:7]=[C:6]([N:8]2[CH2:13][CH2:12][O:11][CH2:10][CH:9]2[C:14]([NH2:16])=[O:15])[CH:5]=[C:4](Cl)[N:3]=1.[C:18]([C:20]1[CH:25]=[CH:24][C:23](B(O)O)=[CH:22][C:21]=1[F:29])#[N:19]>O1CCOCC1.C([O-])(O)=O.[Na+].C1C=CC([P]([Pd]([P](C2C=CC=CC=2)(C2C=CC=CC=2)C2C=CC=CC=2)([P](C2C=CC=CC=2)(C2C=CC=CC=2)C2C=CC=CC=2)[P](C2C=CC=CC=2)(C2C=CC=CC=2)C2C=CC=CC=2)(C2C=CC=CC=2)C2C=CC=CC=2)=CC=1>[NH2:1][C:2]1[N:7]=[C:6]([N:8]2[CH2:13][CH2:12][O:11][CH2:10][CH:9]2[C:14]([NH2:16])=[O:15])[CH:5]=[C:4]([C:23]2[CH:24]=[CH:25][C:20]([C:18]#[N:19])=[C:21]([F:29])[CH:22]=2)[N:3]=1 |f:3.4,^1:44,46,65,84|. Reported procedure: A mixture of 4-(2-amino-6-chloro-4-pyrimidinyl)-3-morpholinecarboxamide (390 mg, 1.51 mmol), Pd(PPh3)4 (91 mg, 0.08 mmol), and (4-cyano-3-fluorophenyl)boronic acid (285 mg, 1.73 mmol) in 1,4-dioxane (6 mL) and saturated aqueous NaHCO3 (2 mL) was stirred at 95° C. under argon in a sealed tube for 18 hours. The mixture was cooled, quenched with saturated aqueous NaHCO3 (25 mL) and extracted with EtOAc (3×25 mL). The extracts were washed with brine (50 mL), dried (Na2SO4), filtered, and concentrate... The product is FC1=CC(=C(C=C1)O)CC1=CC(=CC=C1)OC (4-fluoro-2-(3′-methoxybenzyl)phenol). Reaction SMILES: [F:1][C:2]1[CH:7]=[CH:6][C:5]([OH:8])=[CH:4][CH:3]=1.[CH3:9][O:10][C:11]1[CH:12]=[C:13]([CH:16]=[CH:17][CH:18]=1)[CH2:14]Cl>>[F:1][C:2]1[CH:7]=[CH:6][C:5]([OH:8])=[C:4]([CH2:14][C:13]2[CH:16]=[CH:17][CH:18]=[C:11]([O:10][CH3:9])[CH:12]=2)[CH:3]=1. Procedure: Alkylation of 4-fluorophenol with 3-methoxybenzyl chloride according to the procedure described in J. Chem. Soc, 2431 (1958) gave 4-fluoro-2-(3′-methoxybenzyl)phenol. This material was converted to compound 79, as a solid and compound 80, mp 153-155° C., by the procedure similar to that in Example 18 method B. Reactants: FC1=CC=C(C=C1)O (4-fluorophenol), COC=1C=C(CCl)C=CC1 (3-methoxybenzyl chloride).